This data is from the Open Reaction Database (ORD), a public repository of structured organic reaction records. The task is: describe an organic reaction: reactants, conditions, products, and yield Yields the product O(C1=CC=CC=C1)CC1=C(C#N)C=CC(=C1)C1(O)[C@H](OC(C)=O)[C@@H](OC(C)=O)[C@H](OC(C)=O)[C@H](O1)COC(C)=O (2-(Phenoxymethyl)-4-(2,3,4,6-tetra-O-acetyl-D-glucopyranos-1-yl)-benzonitrile). Run in CN1CCCC1=O (NMP). Conditions: time 1 hour. Reactants: BrC1=C(C=C(C=C1)C1(O)[C@H](OC(C)=O)[C@@H](OC(C)=O)[C@H](OC(C)=O)[C@H](O1)COC(C)=O)COC1=CC=CC=C1 (1-bromo-4-(2,3,4,6-tetra-O-acetyl-D-glucopyranos-1-yl)-2-(phenoxymethyl)-benzene), [Cu](C#N)C#N (copper cyanide). RXN SMILES: Br[C:2]1[CH:7]=[CH:6][C:5]([C:8]2([O:26][C@H:25]([CH2:27][O:28][C:29](=[O:31])[CH3:30])[C@@H:20]([O:21][C:22](=[O:24])[CH3:23])[C@H:15]([O:16][C:17](=[O:19])[CH3:18])[C@H:10]2[O:11][C:12](=[O:14])[CH3:13])[OH:9])=[CH:4][C:3]=1[CH2:32][O:33][C:34]1[CH:39]=[CH:38][CH:37]=[CH:36][CH:35]=1.[Cu](C#N)[C:41]#[N:42]>CN1C(=O)CCC1>[O:33]([CH2:32][C:3]1[CH:4]=[C:5]([C:8]2([O:26][C@H:25]([CH2:27][O:28][C:29](=[O:31])[CH3:30])[C@@H:20]([O:21][C:22](=[O:24])[CH3:23])[C@H:15]([O:16][C:17](=[O:19])[CH3:18])[C@H:10]2[O:11][C:12](=[O:14])[CH3:13])[OH:9])[CH:6]=[CH:7][C:2]=1[C:41]#[N:42])[C:34]1[CH:35]=[CH:36][CH:37]=[CH:38][CH:39]=1. Procedure details: A flask charged with a stir bar, 1-bromo-4-(2,3,4,6-tetra-O-acetyl-D-glucopyranos-1-yl)-2-(phenoxymethyl)-benzene (14.7 g), copper cyanide (4.1 g), and NMP (100 mL) is heated at reflux temperature for 8 h. After dilution with water (600 mL), the precipitate is separated, washed a few times with water and subsequently dissolved in ethyl acetate (200 mL). The resultant solution is filtered through a plug of silica gel using ethyl acetate (300 mL) as the eluent. The filtrate is concentrated under r... Reactants: FC(COC1=C(C=CC(=C1)O)CC(=O)N1CCC(CC1)N1C(OCC2=C1C=CC=C2)=O)(F)F (1-(1-(2-(2,2,2-trifluoro-ethoxy)-4-hydroxyphenylacetyl)piperidin-4-yl)-4H-3,1-benzoxazin-2(1H)-one), BrCC(=O)OC(C)(C)C (tert-butyl bromoacetate), C(=O)([O-])[O-].[Cs+].[Cs+] (Cs2CO3). Solvent: CN(C)C=O (DMF). Reaction conditions: time 18 hour. The product is FC(COC1=C(C=CC(=C1)OCC(=O)OC(C)(C)C)CC(=O)N1CCC(CC1)N1C(OCC2=C1C=CC=C2)=O)(F)F (1-(1-(2-(2,2,2-trifluoro-ethoxy)-4-(tert-butyloxycarbonylmethoxy)phenylacetyl)piperidin-4-yl)-4H-3,1-benzoxazin-2(1H)-one). As a reaction SMILES: [F:1][C:2]([F:33])([F:32])[CH2:3][O:4][C:5]1[CH:10]=[C:9]([OH:11])[CH:8]=[CH:7][C:6]=1[CH2:12][C:13]([N:15]1[CH2:20][CH2:19][CH:18]([N:21]2[C:26]3[CH:27]=[CH:28][CH:29]=[CH:30][C:25]=3[CH2:24][O:23][C:22]2=[O:31])[CH2:17][CH2:16]1)=[O:14].Br[CH2:35][C:36]([O:38][C:39]([CH3:42])([CH3:41])[CH3:40])=[O:37].C([O-])([O-])=O.[Cs+].[Cs+]>CN(C=O)C>[F:33][C:2]([F:1])([F:32])[CH2:3][O:4][C:5]1[CH:10]=[C:9]([O:11][CH2:35][C:36]([O:38][C:39]([CH3:42])([CH3:41])[CH3:40])=[O:37])[CH:8]=[CH:7][C:6]=1[CH2:12][C:13]([N:15]1[CH2:20][CH2:19][CH:18]([N:21]2[C:26]3[CH:27]=[CH:28][CH:29]=[CH:30][C:25]=3[CH2:24][O:23][C:22]2=[O:31])[CH2:17][CH2:16]1)=[O:14] |f:2.3.4|. Procedure details: To a stirred solution of 1-(1-(2-(2,2,2-trifluoro-ethoxy)-4-hydroxyphenylacetyl)piperidin-4-yl)-4H-3,1-benzoxazin-2(1H)-one (0.54 g, 1.2 mmol) from Example 32 in DMF (10 mL) was added tert-butyl bromoacetate (0.51 mL, 3.6 mmol) and Cs2CO3 (0.48 g, 1.5 mmol). The mixture was stirred at ambient temperature for 18 h. The solvent was removed under reduced pressure and the residue was partitioned between EtOAc (10 mL) and water (50 mL). The organic phase was dried (MgSO4), filtered, and the solvent w... Starting materials: CC(C)O, Clc1ccc2c(c1)NCC2, O=[N+]([O-])c1ccc2c(Cl)ncnc2c1. Product: Cl, O=[N+]([O-])c1ccc2c(N3CCc4ccc(Cl)cc43)ncnc2c1. Reaction SMILES: [CH:25]([OH:26])([CH3:27])[CH3:28].[Cl:15][c:16]1[cH:17][cH:18][c:19]2[c:23]([cH:24]1)[NH:22][CH2:21][CH2:20]2.[Cl:1][c:2]1[n:3][cH:4][n:5][c:6]2[cH:7][c:8]([N+:12](=[O:13])[O-:14])[cH:9][cH:10][c:11]12>>[ClH:1].[c:2]1([N:22]2[CH2:21][CH2:20][c:19]3[cH:18][cH:17][c:16]([Cl:15])[cH:24][c:23]32)[n:3][cH:4][n:5][c:6]2[cH:7][c:8]([N+:12](=[O:13])[O-:14])[cH:9][cH:10][c:11]12. Starting materials: Cl (HCl), Cl.N12CC3[C@H](C(CC(C1)C3)C2)N ((4r)-1-azatricyclo[3.3.1.13,7]dec-4-ylamine hydrochloride), S1C=CC=2C1=CN=C(C2)C(=O)O (thieno[2,3-c]pyridine-5-carboxylic acid), N (NH3). Procedure: Prepared from (4r)-1-azatricyclo[3.3.1.13,7]dec-4-ylamine hydrochloride and thieno[2,3-c]pyridine-5-carboxylic acid (Tetrahedron Lett. 1999, 40, 7935) according to methods A and C; yield 73 mg, 0.18 mmol (51%): 1H NMR (300 MHz, methanol-d4) δ 2.12-2.33 (m, 5H), 2.55 (s, 2H), 3.53 (d, J=12 Hz, 2H), 3.59 (s, 2H), 3.99 (d, J=13 Hz, 2H), 4.40 (s, 1H), 7.94 (d, J=5 Hz, 1H), 8.65 (d, J=5 Hz, 1H), 9.15 (s, 1H), 9.59 (s, 1H); MS (DCI/NH3) m/z 296 (M+H)+; Anal. C17H19N3OS.2.HCl.0.6H2O: C, H, N. As a reaction SMILES: [ClH:1].[N:2]12[CH2:11][CH:6]3[CH2:7][CH:8]([CH2:10][CH:4]([C@H:5]3[NH2:12])[CH2:3]1)[CH2:9]2.[S:13]1[C:17]2=[CH:18][N:19]=[C:20]([C:22](O)=[O:23])[CH:21]=[C:16]2[CH:15]=[CH:14]1.N.Cl>>[ClH:1].[ClH:1].[N:2]12[CH2:11][CH:6]3[CH2:7][CH:8]([CH2:10][CH:4]([C@H:5]3[NH:12][C:22]([C:20]3[CH:21]=[C:16]4[CH:15]=[CH:14][S:13][C:17]4=[CH:18][N:19]=3)=[O:23])[CH2:3]1)[CH2:9]2 |f:0.1,5.6.7|. Product: Cl.Cl.N12CC3[C@H](C(CC(C1)C3)C2)NC(=O)C=2C=C3C(=CN2)SC=C3 (Thieno[2,3-c]pyridine-5-carboxylic acid(4r)-(1-azatricyclo[3.3.1.13,7]dec-4-yl)-amide dihydrochloride). Reactants: COC(\C=C\C=1C=C2C(CC3(CN(CC3)C)OC2=CC1)=O)=O ((±)-(E)-3-[1′-Methyl-4-oxo-spiro(chromane-2,3′-pyrrolidine)-6-yl]-acrylic acid methyl ester), hydrochloride salt, Cl (HCl). The solvent is CC(=O)O (AcOH). Product: CN1CC2(CC1)OC1=CC=C(C=C1C(C2)=O)/C=C/C(=O)O ((±)-(E)-3-[1′-methyl-4-oxo-spiro(chromane-2,3′-pyrrolidine)-6-yl]-acrylic acid). Isolated yield 97.1%. RXN SMILES: C[O:2][C:3](=[O:22])/[CH:4]=[CH:5]/[C:6]1[CH:7]=[C:8]2[C:18](=[CH:19][CH:20]=1)[O:17][C:11]1([CH2:15][CH2:14][N:13]([CH3:16])[CH2:12]1)[CH2:10][C:9]2=[O:21].Cl>CC(O)=O>[CH3:16][N:13]1[CH2:14][CH2:15][C:11]2([CH2:10][C:9](=[O:21])[C:8]3[C:18](=[CH:19][CH:20]=[C:6](/[CH:5]=[CH:4]/[C:3]([OH:22])=[O:2])[CH:7]=3)[O:17]2)[CH2:12]1. Procedure: (±)-(E)-3-[1′-Methyl-4-oxo-spiro(chromane-2,3′-pyrrolidine)-6-yl]-acrylic acid methyl ester (105 mg, 0.35 mmol) was hydrolyzed with HCl and AcOH following the procedure described in Example 1, Step A, giving (±)-(E)-3-[1′-methyl-4-oxo-spiro(chromane-2,3′-pyrrolidine)-6-yl]-acrylic acid (110 mg, 0.34 mmol, 98%) as a white solid (hydrochloride salt). The acid was treated with NH2OTHP according to the procedure described in Example 1, Step C, to give (E)-3-[1′-methyl-4-oxo-spiro(chromane-2,3′-pyrro...